From a dataset of the Open Reaction Database (ORD), a public repository of structured organic reaction records. describe an organic reaction: reactants, conditions, products, and yield The reactants are CC(C)(C)c1cc(C(=O)c2cc[nH]c2)cc(C(C)(C)C)c1O, CCCCBr, CN(C)C=O, Cl, [H-], [Na+]. The product is CCCCn1ccc(C(=O)c2cc(C(C)(C)C)c(O)c(C(C)(C)C)c2)c1. RXN SMILES: [C:1]([CH3:2])([CH3:3])([CH3:4])[c:5]1[cH:6][c:7]([C:8](=[O:9])[c:10]2[cH:11][nH:12][cH:13][cH:14]2)[cH:15][c:16]([C:19]([CH3:20])([CH3:21])[CH3:22])[c:17]1[OH:18].[CH2:25]([CH2:26][CH2:27][CH3:28])[Br:29].[CH3:31][N:32]([CH3:33])[CH:34]=[O:35].[ClH:30].[H-:23].[Na+:24]>>[C:1]([CH3:2])([CH3:3])([CH3:4])[c:5]1[cH:6][c:7]([C:8](=[O:9])[c:10]2[cH:11][n:12]([CH2:25][CH2:26][CH2:27][CH3:28])[cH:13][cH:14]2)[cH:15][c:16]([C:19]([CH3:20])([CH3:21])[CH3:22])[c:17]1[OH:18]. The reactants are C1(=CC=CC=C1)CC(=O)Cl (2-phenylacetyl chloride), S1CCC(CC1)=O (dihydro-2H-thiopyran-4(3H)-one), diketones. Yields the product C1(=CC=CC=C1)CC(=O)C1CSCCC1=O (3-(2-Phenylacetyl)dihydro-2H-thiopyran-4(3H)-one). Yield: 83.0%. RXN SMILES: [C:1]1([CH2:7][C:8](Cl)=[O:9])[CH:6]=[CH:5][CH:4]=[CH:3][CH:2]=1.[S:11]1[CH2:16][CH2:15][C:14](=[O:17])[CH2:13][CH2:12]1>>[C:1]1([CH2:7][C:8]([CH:13]2[C:14](=[O:17])[CH2:15][CH2:16][S:11][CH2:12]2)=[O:9])[CH:6]=[CH:5][CH:4]=[CH:3][CH:2]=1. Procedure details: 3-(2-Phenylacetyl)dihydro-2H-thiopyran-4(3H)-one (291 mg, 83%) was synthesised from 2-phenylacetyl chloride and dihydro-2H-thiopyran-4(3H)-one according to the general procedure for the preparation of diketones. MS (ES−) m/z 233 (M−H)− The reactants are O=C([O-])[O-], CC1(C)OC(c2ccc(OCc3ccccc3)cc2)=C(Br)C1=O, Cc1ccccc1, [Cs+], [Cs+], O, OB(O)c1ccncc1. The product is CC1(C)OC(c2ccc(OCc3ccccc3)cc2)=C(c2ccncc2)C1=O. As a reaction SMILES: [C:33](=[O:34])([O-:35])[O-:36].[CH2:1]([c:2]1[cH:3][cH:4][cH:5][cH:6][cH:7]1)[O:8][c:9]1[cH:10][cH:11][c:12]([C:15]2=[C:16]([Br:23])[C:17](=[O:22])[C:18]([CH3:20])([CH3:21])[O:19]2)[cH:13][cH:14]1.[CH3:40][c:41]1[cH:42][cH:43][cH:44][cH:45][cH:46]1.[Cs+:37].[Cs+:38].[OH2:39].[n:24]1[cH:25][cH:26][c:27]([B:30]([OH:31])[OH:32])[cH:28][cH:29]1>>[CH2:1]([c:2]1[cH:3][cH:4][cH:5][cH:6][cH:7]1)[O:8][c:9]1[cH:10][cH:11][c:12]([C:15]2=[C:16]([c:27]3[cH:26][cH:25][n:24][cH:29][cH:28]3)[C:17](=[O:22])[C:18]([CH3:20])([CH3:21])[O:19]2)[cH:13][cH:14]1. The reactants are N(=NC(=O)OCC)C(=O)OCC (Diethyl azodicarboxylate), CC=1C=C(C=C(C1)O)OS(=O)(=O)C1=C(C=CC=C1)S(=O)(=O)C (5-methyl-3-[2-(methylsulfonyl)phenylsulfonyloxy]phenol), C(CCO)O (1,3-propanediol), C1(=CC=CC=C1)P(C1=CC=CC=C1)C1=CC=CC=C1 (triphenylphosphine). Run in O1CCCC1 (tetrahydrofuran), CCCCCC (hexane). Reaction conditions: time 8 hour. The product is CC=1C=C(C=C(OCCCO)C1)OS(=O)(=O)C1=C(C=CC=C1)S(=O)(=O)C (3-[5-Methyl-3-[2-(methylsufonyl)phenylsulfonyloxy]phenoxy]propanol). The yield is 99.9%. As a reaction SMILES: N(C(OCC)=O)=NC(OCC)=O.[CH3:13][C:14]1[CH:15]=[C:16]([O:21][S:22]([C:25]2[CH:30]=[CH:29][CH:28]=[CH:27][C:26]=2[S:31]([CH3:34])(=[O:33])=[O:32])(=[O:24])=[O:23])[CH:17]=[C:18]([OH:20])[CH:19]=1.[CH2:35](O)[CH2:36][CH2:37][OH:38].C1(P(C2C=CC=CC=2)C2C=CC=CC=2)C=CC=CC=1>O1CCCC1.CCCCCC>[CH3:13][C:14]1[CH:15]=[C:16]([O:21][S:22]([C:25]2[CH:30]=[CH:29][CH:28]=[CH:27][C:26]=2[S:31]([CH3:34])(=[O:33])=[O:32])(=[O:24])=[O:23])[CH:17]=[C:18]([CH:19]=1)[O:20][CH2:35][CH2:36][CH2:37][OH:38]. Reported procedure: Diethyl azodicarboxylate (0.46 mL, 2.9 mmol) was added slowly to a solution of 1.0 g (2.9 mmol) of 5-methyl-3-[2-(methylsulfonyl)phenylsulfonyloxy]phenol, as prepared in the preceding step, 0.21 mL (2.9 mmol) of 1,3-propanediol, and 760 mg (2.9 mmol) of triphenylphosphine in anhydrous tetrahydrofuran (25 mL). The reaction mixture was stirred at ambient temperature overnight. The reaction mixture was evaporated to dryness. The residue was triturated with hexane under sonification, and the solvent... The reactants are CCC(=O)NC1CC(n2cnc3c(NC(c4ccc(OC)cc4)c4ccc(OC)cc4)nc(-n4cc(C(=O)NC)cn4)nc32)C(O)C1O, ClCCl, O=C(O)C(F)(F)F. Product: CCC(=O)NC1CC(n2cnc3c(N)nc(-n4cc(C(=O)NC)cn4)nc32)C(O)C1O. As a reaction SMILES: [CH3:1][NH:2][C:3](=[O:4])[c:5]1[cH:6][n:7][n:8](-[c:10]2[n:11][c:12]([NH:31][CH:32]([c:33]3[cH:34][cH:35][c:36]([O:37][CH3:38])[cH:39][cH:40]3)[c:41]3[cH:42][cH:43][c:44]([O:45][CH3:46])[cH:47][cH:48]3)[c:13]3[n:14][cH:15][n:16]([CH:19]4[CH:20]([OH:30])[CH:21]([OH:29])[CH:22]([NH:24][C:25]([CH2:26][CH3:27])=[O:28])[CH2:23]4)[c:17]3[n:18]2)[cH:9]1.[Cl:56][CH2:57][Cl:58].[OH:49][C:50]([C:51]([F:52])([F:53])[F:54])=[O:55]>>[CH3:1][NH:2][C:3](=[O:4])[c:5]1[cH:6][n:7][n:8](-[c:10]2[n:11][c:12]([NH2:31])[c:13]3[n:14][cH:15][n:16]([CH:19]4[CH:20]([OH:30])[CH:21]([OH:29])[CH:22]([NH:24][C:25]([CH2:26][CH3:27])=[O:28])[CH2:23]4)[c:17]3[n:18]2)[cH:9]1. The reactants are CN(C(CN1C(C(=C(C2=NC=C(C=C12)CC1=CC=C(C=C1)F)O)C(=O)OCC)=O)=O)C (ethyl 1-[2-(dimethylamino)-2-oxoethyl]-7-[(4-fluorophenyl)methyl]-4-hydroxy-2-oxo-1,2-dihydro-1,5-naphthyridine-3-carboxylate), NCC(CO)(C)C (3-amino-2,2-dimethyl-1-propanol). Yields the product CN(C(CN1C(C(=C(C2=NC=C(C=C12)CC1=CC=C(C=C1)F)O)C(=O)NCC(CO)(C)C)=O)=O)C (1-[2-(Dimethylamino)-2-oxoethyl]-7-[(4-fluorophenyl)methyl]-4-hydroxy-N-(3-hydroxy-2,2-dimethylpropyl)-2-oxo-1,2-dihydro-1,5-naphthyridine-3-carboxamide). Reaction SMILES: [CH3:1][N:2]([CH3:31])[C:3](=[O:30])[CH2:4][N:5]1[C:14]2[C:9](=[N:10][CH:11]=[C:12]([CH2:15][C:16]3[CH:21]=[CH:20][C:19]([F:22])=[CH:18][CH:17]=3)[CH:13]=2)[C:8]([OH:23])=[C:7]([C:24](OCC)=[O:25])[C:6]1=[O:29].[NH2:32][CH2:33][C:34]([CH3:38])([CH3:37])[CH2:35][OH:36]>>[CH3:1][N:2]([CH3:31])[C:3](=[O:30])[CH2:4][N:5]1[C:14]2[C:9](=[N:10][CH:11]=[C:12]([CH2:15][C:16]3[CH:17]=[CH:18][C:19]([F:22])=[CH:20][CH:21]=3)[CH:13]=2)[C:8]([OH:23])=[C:7]([C:24]([NH:32][CH2:33][C:34]([CH3:38])([CH3:37])[CH2:35][OH:36])=[O:25])[C:6]1=[O:29]. Procedure details: This compound was prepared from ethyl 1-[2-(dimethylamino)-2-oxoethyl]-7-[(4-fluorophenyl)methyl]-4-hydroxy-2-oxo-1,2-dihydro-1,5-naphthyridine-3-carboxylate and 3-amino-2,2-dimethyl-1-propanol employing methods similar to those described in Example 245 and was purified by reverse phase preparative HPLC (C-18 stationary phase; 10-100% CH3CN/water/0.1% formic acid mobile phase). The product was obtained as a white solid: 1H NMR (d6-DMSO) δ 10.29 (1H, t, J=6 Hz), 8.51 (1H, s), 7.72 (1H, s), 7.31 (... The reactants are COC(=O)C=1N(C(C2=CC=C(C=C2C1C1=CC=C(C=C1)C(=O)O)Cl)=O)CC1=CC=C(C=C1)S(=O)(=O)C (4-(4-carboxyphenyl)-6-chloro-2-(4-methanesulfonylbenzyl)-1-oxo-1,2-dihydroisoquinoline-3-carboxylic acid methyl ester), N1(CCOCC1)CCCN (3-morpholin-4-ylpropylamine), Cl.C(C)N=C=NCCCN(C)C (1-ethyl-3-(3-dimethylaminopropyl)carbodiimide hydrochloride), O.OC1=CC=CC=2NN=NC21 (4-hydroxybenzotriazole monohydrate). Run in C(C)#N (acetonitrile). Yields the product COC(=O)C=1N(C(C2=CC=C(C=C2C1C1=CC=C(C=C1)C(NCCCN1CCOCC1)=O)Cl)=O)CC1=CC=C(C=C1)S(=O)(=O)C (6-chloro-2-(4-methanesulfonylbenzyl)-4-[4-(3-morpholine-4-ylpropylcarbamoyl)phenyl]-1-oxo-1,2-dihydroisoquinoline-3-carboxylic acid methyl ester). Reaction SMILES: [CH3:1][O:2][C:3]([C:5]1[N:6]([CH2:26][C:27]2[CH:32]=[CH:31][C:30]([S:33]([CH3:36])(=[O:35])=[O:34])=[CH:29][CH:28]=2)[C:7](=[O:25])[C:8]2[C:13]([C:14]=1[C:15]1[CH:20]=[CH:19][C:18]([C:21]([OH:23])=O)=[CH:17][CH:16]=1)=[CH:12][C:11]([Cl:24])=[CH:10][CH:9]=2)=[O:4].[N:37]1([CH2:43][CH2:44][CH2:45][NH2:46])[CH2:42][CH2:41][O:40][CH2:39][CH2:38]1.Cl.C(N=C=NCCCN(C)C)C.O.OC1C2N=NNC=2C=CC=1>C(#N)C>[CH3:1][O:2][C:3]([C:5]1[N:6]([CH2:26][C:27]2[CH:32]=[CH:31][C:30]([S:33]([CH3:36])(=[O:35])=[O:34])=[CH:29][CH:28]=2)[C:7](=[O:25])[C:8]2[C:13]([C:14]=1[C:15]1[CH:20]=[CH:19][C:18]([C:21](=[O:23])[NH:46][CH2:45][CH2:44][CH2:43][N:37]3[CH2:42][CH2:41][O:40][CH2:39][CH2:38]3)=[CH:17][CH:16]=1)=[CH:12][C:11]([Cl:24])=[CH:10][CH:9]=2)=[O:4] |f:2.3,4.5|. Procedure: To a solution (2 ml) of 4-(4-carboxyphenyl)-6-chloro-2-(4-methanesulfonylbenzyl)-1-oxo-1,2-dihydroisoquinoline-3-carboxylic acid methyl ester (100 mg) and 3-morpholin-4-ylpropylamine (31 μl) in acetonitrile were added 1-ethyl-3-(3-dimethylaminopropyl)carbodiimide hydrochloride (69 mg) and 4-hydroxybenzotriazole monohydrate (38 mg) at room temperature with stirring, and the mixture was stirred at room temperature for 12 hrs. The solvent was removed under reduced pressure, and the residue was part... The reactants are [Cl-], O=C(O)c1ccc(-c2ccccc2)cc1, CCOC(=N)N1Cc2ccccc2-c2ccccc2C1. The product is CCOC(=NC(=O)c1ccc(-c2ccccc2)cc1)N1Cc2ccccc2-c2ccccc2C1. Reaction SMILES: [Cl-:21].[c:22]1(-[c:31]2[cH:32][cH:33][cH:34][cH:35][cH:36]2)[cH:23][cH:24][c:25]([C:28](=[O:29])[OH:30])[cH:26][cH:27]1.[cH:1]1[cH:2][cH:3][cH:4][c:5]2[c:11]1-[c:10]1[c:9]([cH:15][cH:14][cH:13][cH:12]1)[CH2:8][N:7]([C:16]([O:17][CH2:18][CH3:19])=[NH:20])[CH2:6]2>>[cH:1]1[cH:2][cH:3][cH:4][c:5]2[c:11]1-[c:10]1[c:9]([cH:15][cH:14][cH:13][cH:12]1)[CH2:8][N:7]([C:16]([O:17][CH2:18][CH3:19])=[N:20][C:28]([c:25]1[cH:24][cH:23][c:22](-[c:31]3[cH:32][cH:33][cH:34][cH:35][cH:36]3)[cH:27][cH:26]1)=[O:29])[CH2:6]2. Reactants: C(C)(C)(C)C1=CC=C(C=C1)S(=O)(=O)NC1=NC=NC(=C1C1=CC=C(C=C1)C)OCCOC1=CC=C(C=C1)C#N (4-tert-butyl-N-{6-[2-(4-cyanophenoxy)ethoxy]-5-(4-methylphenyl)pyrimidin-4-yl}benzensulfonamide), C(CCC)[Sn](CCCC)(CCCC)N=[N+]=[N-] (tributyltin azide), C1(=CC=CC=C1)C (toluene), [F-].[K+] (potassium fluoride). Solvent: C(C)(=O)OCC (ethyl acetate). Run at time 20 minute. The product is C(C)(C)(C)C1=CC=C(C=C1)S(=O)(=O)NC1=NC=NC(=C1C1=CC=C(C=C1)C)OCCOC1=CC=C(C=C1)C1=NN=NN1 (4-tert-butyl-N-{5-(4-methylphenyl)-6-[2-(4-(5-tetrazolyl)phenoxy)ethoxy]-pyrimidin-4-yl}benzensulfonamide). Isolated yield 89.1%. RXN SMILES: [C:1]([C:5]1[CH:10]=[CH:9][C:8]([S:11]([NH:14][C:15]2[C:20]([C:21]3[CH:26]=[CH:25][C:24]([CH3:27])=[CH:23][CH:22]=3)=[C:19]([O:28][CH2:29][CH2:30][O:31][C:32]3[CH:37]=[CH:36][C:35]([C:38]#[N:39])=[CH:34][CH:33]=3)[N:18]=[CH:17][N:16]=2)(=[O:13])=[O:12])=[CH:7][CH:6]=1)([CH3:4])([CH3:3])[CH3:2].C([Sn]([N:53]=[N+:54]=[N-:55])(CCCC)CCCC)CCC.C1(C)C=CC=CC=1.[F-].[K+]>C(OCC)(=O)C>[C:1]([C:5]1[CH:10]=[CH:9][C:8]([S:11]([NH:14][C:15]2[C:20]([C:21]3[CH:26]=[CH:25][C:24]([CH3:27])=[CH:23][CH:22]=3)=[C:19]([O:28][CH2:29][CH2:30][O:31][C:32]3[CH:33]=[CH:34][C:35]([C:38]4[NH:55][N:54]=[N:53][N:39]=4)=[CH:36][CH:37]=3)[N:18]=[CH:17][N:16]=2)(=[O:13])=[O:12])=[CH:7][CH:6]=1)([CH3:4])([CH3:2])[CH3:3] |f:3.4|. Procedure: A mixture of 4-tert-butyl-N-{6-[2-(4-cyanophenoxy)ethoxy]-5-(4-methylphenyl)pyrimidin-4-yl}benzensulfonamide (1.31 g), tributyltin azide (1.60 g) and toluene (13 ml) is refluxed under argon atmosphere for 24 hours. After cooling, ethyl acetate and 10% aqueous potassium fluoride solution are added to the reaction solution. The insoluble materials are removed by filtration, and the ethyl acetate layer is concentrated to dryness under reduced pressure. To the residue are added 10% aqueous sodium hy... The reactants are COc1cc(N2CCc3cc(-c4ccc(Cl)cc4)sc3C2=O)ccc1OC1CN(C(=O)OC(C)(C)C)C1, ClCCl, O=C(O)C(F)(F)F. Product: COc1cc(N2CCc3cc(-c4ccc(Cl)cc4)sc3C2=O)ccc1OC1CNC1. As a reaction SMILES: [C:1]([O:2][C:3](=[O:4])[N:8]1[CH2:9][CH:10]([O:12][c:13]2[c:14]([O:36][CH3:37])[cH:15][c:16]([N:19]3[C:20](=[O:35])[c:21]4[c:22]([cH:25][c:26](-[c:28]5[cH:29][cH:30][c:31]([Cl:34])[cH:32][cH:33]5)[s:27]4)[CH2:23][CH2:24]3)[cH:17][cH:18]2)[CH2:11]1)([CH3:5])([CH3:6])[CH3:7].[Cl:45][CH2:46][Cl:47].[OH:38][C:39]([C:40]([F:41])([F:42])[F:43])=[O:44]>>[NH:8]1[CH2:9][CH:10]([O:12][c:13]2[c:14]([O:36][CH3:37])[cH:15][c:16]([N:19]3[C:20](=[O:35])[c:21]4[c:22]([cH:25][c:26](-[c:28]5[cH:29][cH:30][c:31]([Cl:34])[cH:32][cH:33]5)[s:27]4)[CH2:23][CH2:24]3)[cH:17][cH:18]2)[CH2:11]1.